This data is from the Open Reaction Database (ORD), a public repository of structured organic reaction records. The task is: describe an organic reaction: reactants, conditions, products, and yield Reactants: N1C=NC(=C1)C=O (1H-imidazole-4-carbaldehyde), FC1=C(C=CC(=C1)F)I (2,4-difluoro-1-iodobenzene), C(=O)([O-])[O-].[Cs+].[Cs+] (Cs2CO3), CN[C@H]1[C@@H](CCCC1)NC ((1R,2R)—N1,N2-dimethylcyclohexane-1,2-diamine). The reagents and catalysts are [Cu]I (copper(I) iodide). Solvent: CN(C)C=O (DMF). Conditions: temperature 110 celsius. Yields the product FC1=C(C=CC(=C1)F)N1C=NC(=C1)C=O (1-(2,4-difluorophenyl)-1H-imidazole-4-carbaldehyde). The yield is 74.5%. RXN SMILES: [NH:1]1[CH:5]=[C:4]([CH:6]=[O:7])[N:3]=[CH:2]1.[F:8][C:9]1[CH:14]=[C:13]([F:15])[CH:12]=[CH:11][C:10]=1I.C([O-])([O-])=O.[Cs+].[Cs+].CN[C@@H]1CCCC[C@H]1NC>CN(C=O)C.[Cu]I>[F:8][C:9]1[CH:14]=[C:13]([F:15])[CH:12]=[CH:11][C:10]=1[N:1]1[CH:5]=[C:4]([CH:6]=[O:7])[N:3]=[CH:2]1 |f:2.3.4|. Procedure: To 1H-imidazole-4-carbaldehyde (3.01 g, 31.3 mmol), 2,4-difluoro-1-iodobenzene (1.008 g, 4.20 mmol), Cs2CO3 (2.281 g, 7.00 mmol) in DMF (50 mL) was added copper(I) iodide (0.033 g, 0.175 mmol) and (1R,2R)—N1,N2-dimethylcyclohexane-1,2-diamine (0.100 g, 0.700 mmol). The reaction was heated to 110° C. for 18 hours. The reaction mixture was then cooled to room temperature and filtered, and washed with EtOAc (100 mL). The organic was washed with water (2×30 mL) and brine (30 mL), dried (Na2SO4) and ...